Task: describe an organic reaction: reactants, conditions, products, and yield. Dataset: the Open Reaction Database (ORD), a public repository of structured organic reaction records The reactants are FC1=CC=C(C=C1)B(O)O (4-fluorobenzeneboronic acid), BrC1=CC2=NC=CC(=C2S1)NC=1C=C2C=CNC2=CC1 ((2-bromo-thieno[3,2-b]pyridin-7-yl)-(1H-indol-5-yl)-amine). Yields the product FC1=CC=C(C=C1)C1=CC2=NC=CC(=C2S1)NC=1C=C2C=CNC2=CC1 ([2-(4-Fluoro-phenyl)-thieno[3,2-b]pyridin-7-yl]-(1H-indol-5-yl)-amine). As a reaction SMILES: [F:1][C:2]1[CH:7]=[CH:6][C:5](B(O)O)=[CH:4][CH:3]=1.Br[C:12]1[S:20][C:19]2[C:14](=[N:15][CH:16]=[CH:17][C:18]=2[NH:21][C:22]2[CH:23]=[C:24]3[C:28](=[CH:29][CH:30]=2)[NH:27][CH:26]=[CH:25]3)[CH:13]=1>>[F:1][C:2]1[CH:7]=[CH:6][C:5]([C:12]2[S:20][C:19]3[C:14](=[N:15][CH:16]=[CH:17][C:18]=3[NH:21][C:22]3[CH:23]=[C:24]4[C:28](=[CH:29][CH:30]=3)[NH:27][CH:26]=[CH:25]4)[CH:13]=2)=[CH:4][CH:3]=1. Reported procedure: The title compound was prepared from 4-fluorobenzeneboronic acid and (2-bromo-thieno[3,2-b]pyridin-7-yl)-(1H-indol-5-yl)-amine by a procedure analogous to example 17. 1H NMR (400 MHz, DMSO) d 11.4 (s, 1H), 10.7 (s, 1H), 8.28 (d, 1H), 7.50 (m, 9H), 7.05 (d, 1H), 6.49 (s, 1H); LC-MS: 360 (MH+); HPLC RT: 5.40 minutes.